This data is from the Open Reaction Database (ORD), a public repository of structured organic reaction records. The task is: describe an organic reaction: reactants, conditions, products, and yield Reactants: S=C(Cl)Cl, Nc1ccccc1[N+](=O)[O-], c1ccccc1. The product is O=[N+]([O-])c1ccccc1N=C=S. RXN SMILES: [Cl:11][C:12]([Cl:13])=[S:14].[N+:1](=[O:2])([O-:3])[c:4]1[c:5]([NH2:6])[cH:7][cH:8][cH:9][cH:10]1.[cH:15]1[cH:16][cH:17][cH:18][cH:19][cH:20]1>>[N+:1](=[O:2])([O-:3])[c:4]1[c:5]([N:6]=[C:12]=[S:14])[cH:7][cH:8][cH:9][cH:10]1. The reactants are C(C)C1=NC(=CC(=N1)Cl)Cl (2-ethyl-4,6-dichloropyrimidine), CC1(CCNCC1)C(=O)OCC (4-methyl-4-ethoxycarbonyl-piperidine). The solvent is C(C)O (ethanol), C(C)O (ethanol), CCN(CC)CC (Et3N). Run at time 20 hour. Yields the product C(C)C1=NC=CC(=N1)N1CCC(CC1)(C(=O)O)C (1-(2-Ethylpyrimidin-4yl)-4-methyl-piperidine-4-carboxylic acid), gum. Yield: 88.3%. Reaction SMILES: [CH3:1][C:2]1([C:8]([O:10]CC)=[O:9])[CH2:7][CH2:6][NH:5][CH2:4][CH2:3]1.[CH2:13]([C:15]1[N:20]=[C:19](Cl)[CH:18]=[C:17](Cl)[N:16]=1)[CH3:14]>C(O)C.CCN(CC)CC>[CH2:13]([C:15]1[N:20]=[C:19]([N:5]2[CH2:4][CH2:3][C:2]([CH3:1])([C:8]([OH:10])=[O:9])[CH2:7][CH2:6]2)[CH:18]=[CH:17][N:16]=1)[CH3:14]. Reported procedure: 1-(2-Ethylpyrimidin-4yl)-4-methyl-piperidine-4-carboxylic acid was prepared on a 3 mmol 4-methyl-4-ethoxycarbonyl-piperidine (as TFA salt) in 7 ml ethanol and 1 ml Et3N treated with a solution of 0.531 g 2-ethyl-4,6-dichloropyrimidine in 4 ml ethanol. After 20 hours at ambient temp. The ethanol was removed and the residue partitioned between water and ethanol, washed with sodium hydrogen carbonate solution and brine. Evaporated to give gum (88.3%). Solvent: C(C)N(CC)CC (triethylamine). Reaction conditions: time 2 hour. Yields the product C(CCC)OC1=NC=C(C=C1C=1NC(C=2C(N1)=C(N(N2)CCOC)CC)=O)C#C[Si](C)(C)C (5-(2-Butoxy-5-trimethylsilylethynyl-3-pyridinyl)-3-ethyl-2-(2-methoxy-ethyl)-2,6-dihydro-7H-pyrazolo[4,3-d]pyrimidin-7-one). The yield is 92.4%. Reported procedure: The title compound from Example 1 (127 mg, 0.25 mmol) was suspended in triethylamine (2 mL) and trimethylsilylacetylene (38 mg, 0.39 mmol) and acetonitrile (2 mL to try and solubilise reactants). Pd(PPh3)2Cl2 (5 mg, 0.006 mmol) and cuprous iodide (1.2 mg, 0.006 mmol) were added and the reaction mixture stirred. After 1 h a further portion of trimethylsilylacetylene (19 mg, 0.19 mmol) was added and stirring continued for 2 h. The solvent was evaporated and the residue partitioned between ethyl ac... The reactants are cuprous iodide, C(CCC)OC1=NC=C(C=C1C=1NC(C=2C(N1)=C(N(N2)CCOC)CC)=O)I (5-(2-Butoxy-5-iodo-3-pyridinyl)-3-ethyl-2-(2-methoxyethyl)-2,6-dihydro-7H-pyrazolo[4,3-d]pyrimidin-7-one), C[Si](C)(C)C#C (trimethylsilylacetylene), C[Si](C)(C)C#C (trimethylsilylacetylene), C(C)#N (acetonitrile). Reagents/catalysts: Cl[Pd]([P](C1=CC=CC=C1)(C2=CC=CC=C2)C3=CC=CC=C3)([P](C4=CC=CC=C4)(C5=CC=CC=C5)C6=CC=CC=C6)Cl (Pd(PPh3)2Cl2). Reaction SMILES: [CH2:1]([O:5][C:6]1[C:11]([C:12]2[NH:13][C:14](=[O:27])[C:15]3[C:16](=[C:18]([CH2:25][CH3:26])[N:19]([CH2:21][CH2:22][O:23][CH3:24])[N:20]=3)[N:17]=2)=[CH:10][C:9](I)=[CH:8][N:7]=1)[CH2:2][CH2:3][CH3:4].[CH3:29][Si:30]([C:33]#[CH:34])([CH3:32])[CH3:31].C(#N)C>C(N(CC)CC)C.Cl[Pd](Cl)([P](C1C=CC=CC=1)(C1C=CC=CC=1)C1C=CC=CC=1)[P](C1C=CC=CC=1)(C1C=CC=CC=1)C1C=CC=CC=1>[CH2:1]([O:5][C:6]1[C:11]([C:12]2[NH:13][C:14](=[O:27])[C:15]3[C:16](=[C:18]([CH2:25][CH3:26])[N:19]([CH2:21][CH2:22][O:23][CH3:24])[N:20]=3)[N:17]=2)=[CH:10][C:9]([C:34]#[C:33][Si:30]([CH3:32])([CH3:31])[CH3:29])=[CH:8][N:7]=1)[CH2:2][CH2:3][CH3:4] |^1:47,66|.